From a dataset of the Open Reaction Database (ORD), a public repository of structured organic reaction records. describe an organic reaction: reactants, conditions, products, and yield Starting materials: CC(C)(C)c1ccc(N)cc1, C1CCOC1, CCN(C(C)C)C(C)C, CC1(C)Cc2c(c(C(=O)O)cc3nc(Nc4c(F)cccc4Cl)[nH]c23)O1, O=S(Cl)Cl. Product: CC1(C)Cc2c(c(C(=O)Nc3ccc(C(C)(C)C)cc3)cc3nc(Nc4c(F)cccc4Cl)[nH]c23)O1. As a reaction SMILES: [C:31]([CH3:32])([CH3:33])([CH3:34])[c:35]1[cH:36][cH:37][c:38]([NH2:39])[cH:40][cH:41]1.[CH2:51]1[O:52][CH2:53][CH2:54][CH2:55]1.[CH:42]([N:43]([CH2:44][CH3:45])[CH:46]([CH3:47])[CH3:48])([CH3:49])[CH3:50].[Cl:1][c:2]1[c:3]([NH:9][c:10]2[nH:11][c:12]3[c:13]([n:14]2)[cH:15][c:16]([C:24](=[O:25])[OH:26])[c:17]2[c:18]3[CH2:19][C:20]([CH3:22])([CH3:23])[O:21]2)[c:4]([F:8])[cH:5][cH:6][cH:7]1.[S:27]([Cl:28])([Cl:29])=[O:30]>>[Cl:1][c:2]1[c:3]([NH:9][c:10]2[nH:11][c:12]3[c:13]([n:14]2)[cH:15][c:16]([C:24](=[O:25])[NH:39][c:38]2[cH:37][cH:36][c:35]([C:31]([CH3:32])([CH3:33])[CH3:34])[cH:41][cH:40]2)[c:17]2[c:18]3[CH2:19][C:20]([CH3:22])([CH3:23])[O:21]2)[c:4]([F:8])[cH:5][cH:6][cH:7]1. The reactants are CC1=NC=NC2=CC(=C(C=C12)OC)OC (4-Methyl-6,7-dimethoxyquinazoline), BrN1C(CCC1=O)=O (N-bromosuccinimide), C(C1=CC=CC=C1)(=O)OOC(C1=CC=CC=C1)=O (benzoyl peroxide). The solvent is C(Cl)(Cl)(Cl)Cl (carbon tetrachloride), ClCCl (dichloromethane). Yields the product BrCC1=NC=NC2=CC(=C(C=C12)OC)OC (4-bromomethyl-6,7-dimethoxyquinazoline). As a reaction SMILES: [CH3:1][C:2]1[C:11]2[C:6](=[CH:7][C:8]([O:14][CH3:15])=[C:9]([O:12][CH3:13])[CH:10]=2)[N:5]=[CH:4][N:3]=1.[Br:16]N1C(=O)CCC1=O.C(OOC(=O)C1C=CC=CC=1)(=O)C1C=CC=CC=1>C(Cl)(Cl)(Cl)Cl.ClCCl>[Br:16][CH2:1][C:2]1[C:11]2[C:6](=[CH:7][C:8]([O:14][CH3:15])=[C:9]([O:12][CH3:13])[CH:10]=2)[N:5]=[CH:4][N:3]=1. Reported procedure: 4-Methyl-6,7-dimethoxyquinazoline (D-1) (3.43 g, 14.7 mMol), N-bromosuccinimide (NBS) (2.64 g, 14.7 mMol) and benzoyl peroxide (BPO) (500 mg) were heated under reflux in 200 mL of carbon tetrachloride with irradiation by a 200 W sun lamp for 5 h. The reaction mixture was cooled to room temperature, diluted with dichloromethane and extracted twice with water. The combined organic layers were dried over anhydrous sodium sulfate and concentrated under vacuum. Flash chromatography on silica gel, elu...